From a dataset of the Open Reaction Database (ORD), a public repository of structured organic reaction records. describe an organic reaction: reactants, conditions, products, and yield Solvent: O (water). Reported procedure: 25 l of active coal (based on pit coal, granulation: 2-4 mm) which had been freed from iron by sulfuric acid (at 1%) and subsequently neutralized by washing with water, were charged into a tube having a length of 10 m and being equipped with a heating jacket (nominal size: 50 mm) in such a way, that no gas bubbles are formed while charging. At a temperature of from 75°-85° C. a solution prepared at 80° C. of 56 parts by weight of sorbic acid (at 89%), 15.8 parts by weight of potassium hydroxide ... Reagents/catalysts: [Fe] (iron). Starting materials: S(O)(O)(=O)=O (sulfuric acid), 56, C(\C=C\C=C\C)(=O)O (sorbic acid), [OH-].[K+] (potassium hydroxide), 35.2. RXN SMILES: S(=O)(=O)(O)O.[C:6]([OH:13])(=[O:12])/[CH:7]=[CH:8]/[CH:9]=[CH:10]/[CH3:11].[OH-].[K+:15]>[Fe].O>[C:6]([O-:13])(=[O:12])/[CH:7]=[CH:8]/[CH:9]=[CH:10]/[CH3:11].[C:6]([O-:13])(=[O:12])/[CH:7]=[CH:8]/[CH:9]=[CH:10]/[CH3:11].[K+:15].[K+:15] |f:2.3,6.7.8.9|. Product: C(\C=C\C=C\C)(=O)[O-].C(\C=C\C=C\C)(=O)[O-].[K+].[K+] (potassium disorbate). The reactants are C(C)(=O)O[C@H]1[C@@H](O[C@@H]([C@@H]([C@@H]1OC(C)=O)OC(C)=O)COC(C)=O)OC1=NNC(=C1CC1=C(C=C(C=C1)OCCCC(NC(C)(C)C(=O)O)=O)C)C(C)C (3-(2,3,4,6-tetra-O-acetyl-β-D-galactopyranosyloxy)-4-[(4-{3-[1-carboxy-1-(methyl)-ethylcarbamoyl]propoxy}-2-methylphenyl)methyl]-5-isopropyl-1H-pyrazole), C(C1=CC=CC=C1)OC(=O)N1CCNCC1 (1-(benzyloxycarbonyl)piperazine), C(C1=CC=CC=C1)N1CCNCC1 (1-benzyl-piperazine). Yields the product [C@@H]1([C@H](O)[C@@H](O)[C@@H](O)[C@H](O1)CO)OC1=NNC(=C1CC1=C(C=C(C=C1)OCCCC(NC(C)(C)C(=O)N1CCNCC1)=O)C)C(C)C (3-(β-D-Galactopyranosyloxy)-5-isopropyl-4-{[4-(3-{1-[(piperazin-1-yl)carbonyl]-1-(methyl)ethylcarbamoyl}-propoxy)-2-methylphenyl]methyl}-1H-pyrazole). Reaction SMILES: C([O:4][C@@H:5]1[C@@H:10]([O:11]C(=O)C)[C@@H:9]([O:15]C(=O)C)[C@@H:8]([CH2:19][O:20]C(=O)C)[O:7][C@H:6]1[O:24][C:25]1[C:29]([CH2:30][C:31]2[CH:36]=[CH:35][C:34]([O:37][CH2:38][CH2:39][CH2:40][C:41](=[O:49])[NH:42][C:43](C(O)=O)([CH3:45])[CH3:44])=[CH:33][C:32]=2[CH3:50])=[C:28]([CH:51]([CH3:53])[CH3:52])[NH:27][N:26]=1)(=O)C.C(O[C:62]([N:64]1[CH2:69][CH2:68][NH:67][CH2:66][CH2:65]1)=[O:63])C1C=CC=CC=1.C(N1CCNCC1)C1C=CC=CC=1>>[C@@H:6]1([O:24][C:25]2[C:29]([CH2:30][C:31]3[CH:36]=[CH:35][C:34]([O:37][CH2:38][CH2:39][CH2:40][C:41](=[O:49])[NH:42][C:43]([C:62]([N:64]4[CH2:65][CH2:66][NH:67][CH2:68][CH2:69]4)=[O:63])([CH3:44])[CH3:45])=[CH:33][C:32]=3[CH3:50])=[C:28]([CH:51]([CH3:53])[CH3:52])[NH:27][N:26]=2)[O:7][C@H:8]([CH2:19][OH:20])[C@H:9]([OH:15])[C@H:10]([OH:11])[C@H:5]1[OH:4]. Reported procedure: The title compound was prepared in a similar manner to that described in Example 99 using 3-(2,3,4,6-tetra-O-acetyl-β-D-galactopyranosyloxy)-4-[(4-{3-[1-carboxy-1-(methyl)-ethylcarbamoyl]propoxy}-2-methylphenyl)methyl]-5-isopropyl-1H-pyrazole and 1-(benzyloxycarbonyl)piperazine instead of 3-(2,3,4,6-tetra-O-acetyl-β-D-glucopyranosyloxy)-4-[(4-{2-[1-carboxy-1-(methyl)ethylcarbamoyl]ethoxy}-2-methyl-phenyl)methyl]-5-isopropyl-1H-pyrazole and 1-benzyl-piperazine, respectively. The product is C(C)(C)(C)C1=CC(=C(C(=O)O)C=C1)C (4-tert-Butyl-2-methyl-benzoic acid). Reactants: [Mn](=O)(=O)(=O)[O-].[K+] (potassium permanganate), C(C)(C)(C)C=1C=C(C(=CC1)C)C (4-tert-butyl-o-xylene), solution, O (water). As a reaction SMILES: [C:1]([C:5]1[CH:6]=[C:7]([CH3:12])[C:8]([CH3:11])=[CH:9][CH:10]=1)([CH3:4])([CH3:3])[CH3:2].[OH2:13].[Mn]([O-])(=O)(=O)=[O:15].[K+]>N1C=CC=CC=1>[C:1]([C:5]1[CH:10]=[CH:9][C:8]([C:11]([OH:15])=[O:13])=[C:7]([CH3:12])[CH:6]=1)([CH3:4])([CH3:3])[CH3:2] |f:2.3|. Procedure details: An amount of 10.0 g (61.62 mmol) of 4-tert-butyl-o-xylene is added to 100 mL solution of 20% water in pyridine and stirred at 80° C. for one hour. 25 g (154.05 mmol) of potassium permanganate is also added and continued to stir at 80° C. for three hours more. After cooling to room temperature, the mixture is filtered through a thick pack of celite and washed many times with water. The water layer is acidify to pH ˜2, and the precipitate is filtered and crystallized out of water: methanol to give... Solvent: N1=CC=CC=C1 (pyridine). The yield is 8.5%. Conditions: temperature 80 celsius, time 1 hour. The reactants are COC([C@@H](NC(=O)C1(CCCC1)CCOC)CC1=CC=C(C=C1)C=1C(N(C=C(C1)Cl)CC1=CC=CC=C1)=O)=O (4-(1-benzyl-5-chloro-2-oxo-3-pyridinyl)-N-[[1-(2-methoxyethyl)cyclopentyl]carbonyl]-L-phenylalanine methyl ester), O.[OH-].[Li+] (lithium hydroxide monohydrate). The reagents and catalysts are C(C)(=O)O (acetic acid). Solvent: C1CCOC1 (THF), O (water), C1CCOC1 (THF). Run at time 1 hour. Product: ClC=1C=C(C(N(C1)CC1=CC=CC=C1)=O)C1=CC=C(C[C@H](NC(=O)C2(CCCC2)CCOC)C(=O)O)C=C1 (4-(5-chloro-1-benzyl-2-oxo-3-pyridinyl)-N-[[1-(2-methoxyethyl)cyclopentyl]carbonyl]-L-phenylalanine). Yield: 59.0%. RXN SMILES: C[O:2][C:3](=[O:39])[C@H:4]([CH2:17][C:18]1[CH:23]=[CH:22][C:21]([C:24]2[C:25](=[O:38])[N:26]([CH2:31][C:32]3[CH:37]=[CH:36][CH:35]=[CH:34][CH:33]=3)[CH:27]=[C:28]([Cl:30])[CH:29]=2)=[CH:20][CH:19]=1)[NH:5][C:6]([C:8]1([CH2:13][CH2:14][O:15][CH3:16])[CH2:12][CH2:11][CH2:10][CH2:9]1)=[O:7].O.[OH-].[Li+]>C1COCC1.O.C(O)(=O)C>[Cl:30][C:28]1[CH:29]=[C:24]([C:21]2[CH:20]=[CH:19][C:18]([CH2:17][C@@H:4]([C:3]([OH:39])=[O:2])[NH:5][C:6]([C:8]3([CH2:13][CH2:14][O:15][CH3:16])[CH2:12][CH2:11][CH2:10][CH2:9]3)=[O:7])=[CH:23][CH:22]=2)[C:25](=[O:38])[N:26]([CH2:31][C:32]2[CH:33]=[CH:34][CH:35]=[CH:36][CH:37]=2)[CH:27]=1 |f:1.2.3|. Reported procedure: A solution of 4-(1-benzyl-5-chloro-2-oxo-3-pyridinyl)-N-[[1-(2-methoxyethyl)cyclopentyl]carbonyl]-L-phenylalanine methyl ester (78 mg, 0.142 mmol) in THF (3 mL) was treated with a solution of lithium hydroxide monohydrate (24 mg, 0.57 mmol) in water (1.0 mL). Sufficient THF was added to the mixture to effect solution. The mixture was stirred 1 hr and a few drops of acetic acid were added. The entire reaction mixture was applied to a 4×30 cm, C-18 reversed phase HPLC column and eluted with a grad... The product is CC(C)(C)[Si](OCC=1C=C(C(=CC1)C1=C(C=CC(=C1)OC)F)C=O)(C)C (4-((((1,1-Dimethylethyl)(dimethyl)silyl)oxy)methyl)-2′-fluoro-5′-(methyloxy)-1,1′-biphenyl-2-carbaldehyde). Reactants: CC(C)(C)[Si](OCC1=CC(=C(C=C1)C1=C(C=CC(=C1)OC)F)CO)(C)C ((4-((((1,1-Dimethylethyl)(dimethyl)silyl)oxy)methyl)-2′-fluoro-5′-(methyloxy)-1,1′-biphenyl-2-yl)methanol), C(Cl)Cl (DCM), C(C)(=O)O.C(C)(=O)O.IC1=CC=CC=C1 (iodobenzene diacetate), CC1(CCCC(N1[O])(C)C)C (TEMPO). Reaction conditions: time 2 hour. Solvent: CCOC(=O)C (EtOAc). Reaction SMILES: [CH3:1][C:2]([Si:5]([CH3:26])([CH3:25])[O:6][CH2:7][C:8]1[CH:13]=[CH:12][C:11]([C:14]2[CH:19]=[C:18]([O:20][CH3:21])[CH:17]=[CH:16][C:15]=2[F:22])=[C:10]([CH2:23][OH:24])[CH:9]=1)([CH3:4])[CH3:3].C(Cl)Cl.C(O)(=O)C.C(O)(=O)C.IC1C=CC=CC=1.CC1(C)N([O])C(C)(C)CCC1>CCOC(C)=O>[CH3:4][C:2]([Si:5]([CH3:25])([CH3:26])[O:6][CH2:7][C:8]1[CH:9]=[C:10]([CH:23]=[O:24])[C:11]([C:14]2[CH:19]=[C:18]([O:20][CH3:21])[CH:17]=[CH:16][C:15]=2[F:22])=[CH:12][CH:13]=1)([CH3:1])[CH3:3] |f:2.3.4,^1:48|. Yield: 87.3%. Reported procedure: A 200 mL round bottom flask was charged with 83.18B (1.21 g, 3.21 mmol), DCM (9 mL), iodobenzene diacetate (available from Aldrich) (1.24 g, 3.86 mmol), and TEMPO (available from Aldrich) (0.0502 g, 0.321 mmol). The solution was stirred for 2 hours at room temperature and diluted with EtOAc. The organic phase was washed with saturated aqueous NaHCO3, saturated aqueous Na2S2O3, and brine, dried (MgSO4), and concentrated. The residue was purified by silica gel flash chromatography (0-5% EtOAc/hexa... Reactants: Ru2Cl4 [(R)-Tol-BINAP]2N(CH2CH3)3, ( 3 ), C(C1=CC=CC=C1)OC[C@H](CC(CC(=O)OC(C)(C)C)=O)OC1OCCCC1 (tert-butyl (S)-6-benzyloxy-3-oxo-5-tetrahydropyranyloxyhexanoate), C(C1=CC=CC=C1)OC[C@H](CC(CC(=O)OC(C)(C)C)=O)OC1OCCCC1 (tert-Butyl (S)-6-Benzyloxy-5-tetrahydropyranyloxy-3-oxohexanoate). Run in CO (methanol). Product: C(C1=CC=CC=C1)OC[C@H](C[C@H](CC(=O)OC(C)(C)C)O)OC1OCCCC1 (tert-butyl (3R,5S)-6-benzyloxy-3-hydroxy-5-tetrahydropyranyloxyhexanoate), tert-butyl (3R,5S)-6-benzyloxy-3-hydroxy-5-tetahydropyranyloxyhexanoate. The yield is 34.9%. RXN SMILES: [CH2:1]([O:8][CH2:9][C@@H:10]([O:22][CH:23]1[CH2:28][CH2:27][CH2:26][CH2:25][O:24]1)[CH2:11][C:12](=[O:21])[CH2:13][C:14]([O:16][C:17]([CH3:20])([CH3:19])[CH3:18])=[O:15])[C:2]1[CH:7]=[CH:6][CH:5]=[CH:4][CH:3]=1>CO>[CH2:1]([O:8][CH2:9][C@@H:10]([O:22][CH:23]1[CH2:28][CH2:27][CH2:26][CH2:25][O:24]1)[CH2:11][C@@H:12]([OH:21])[CH2:13][C:14]([O:16][C:17]([CH3:19])([CH3:20])[CH3:18])=[O:15])[C:2]1[CH:7]=[CH:6][CH:5]=[CH:4][CH:3]=1. Procedure details: In 2.0 ml of methanol was dissolved 1.0 g (2.55 mmol) of tert-butyl (S)-6-benzyloxy-3-oxo-5-tetrahydropyranyloxyhexanoate of formula (2) obtained in Reference Example 5 and the enantioselective hydrogenation reaction was carried out as in Example 1 using Ru2Cl4 [(R)-Tol-BINAP]2N(CH2CH3)3 of formula (3) for 18 hours with stirring under a hydrogen pressure of 30 kg/cm2 and at a reaction temperature of from 35° to 40° C. After the reaction was over, the solvent was recovered and the residue formed ...